This data is from the Open Reaction Database (ORD), a public repository of structured organic reaction records. The task is: describe an organic reaction: reactants, conditions, products, and yield Reactants: CC(C)([O-])C.[K+] (Potassium t-butoxide), BrC=1C=C2C(=NC=NC2=CC1)Cl (6-bromo-4-chloro-quinazoline), CC(C)O (2-propanol). Run in C1CCOC1 (THF). Run at temperature 50 celsius, time 30 minute. Yields the product BrC=1C=C2C(=NC=NC2=CC1)OC(C)C (6-Bromo-4-isopropoxy-quinazoline). Yield: 87.0%. RXN SMILES: [CH3:1][C:2](C)([O-:4])[CH3:3].[K+].[Br:7][C:8]1[CH:9]=[C:10]2[C:15](=[CH:16][CH:17]=1)[N:14]=[CH:13][N:12]=[C:11]2Cl.CC(O)C>C1COCC1>[Br:7][C:8]1[CH:9]=[C:10]2[C:15](=[CH:16][CH:17]=1)[N:14]=[CH:13][N:12]=[C:11]2[O:4][CH:2]([CH3:3])[CH3:1] |f:0.1|. Reported procedure: Potassium t-butoxide (4.1 ml, 4.1 mmol; 1M in THF) was added to a suspension mixture of 6-bromo-4-chloro-quinazoline (1.0 g, 4.0 mmol) and 2-propanol (0.313 ml, 4.1 mmol) in THF (20 ml). After stirring at 50° C. for 30 minutes, the mixture was cooled to room temperature and the THF was removed in vacuo. The residue was taken up in ethyl acetate (50 ml) and the organic layer was washed with water followed by brine. The organic layer was dried over Na2SO4 and the residue purified by silica gel chr... Starting materials: O1C(CCCC1)OCCCCN1SC2=CN=CC=C2C1=O (2-(4-(2-tetrahydropyranyloxy)butyl)-isothiazolo[5,4-c]pyridin-3(2H)-one), O.C1(=CC=C(C=C1)S(=O)(=O)O)C (p-toluenesulfonic acid monohydrate). The solvent is CO (methanol). Yields the product OCCCCN1SC2=CN=CC=C2C1=O (2-(4-hydroxybutyl)-isothiazolo[5,4-c]pyridin-3(2H)-one). Yield: 100.4%. RXN SMILES: O1CCCCC1[O:7][CH2:8][CH2:9][CH2:10][CH2:11][N:12]1[C:20](=[O:21])[C:19]2[C:14](=[CH:15][N:16]=[CH:17][CH:18]=2)[S:13]1.O.C1(C)C=CC(S(O)(=O)=O)=CC=1>CO>[OH:7][CH2:8][CH2:9][CH2:10][CH2:11][N:12]1[C:20](=[O:21])[C:19]2[C:14](=[CH:15][N:16]=[CH:17][CH:18]=2)[S:13]1 |f:1.2|. Reported procedure: A solution of 1 g of 2-(4-(2-tetrahydropyranyloxy)butyl)-isothiazolo[5,4-c]pyridin-3(2H)-one and 0.1 g of p-toluenesulfonic acid monohydrate in 50 mL of methanol was stirred overnight at ambient temperature and concentrated to dryness under reduced pressure. The residue was dissolved in 200 mL of ethyl acetate, washed with 4 mL of saturated sodium bicarbonate, dried over MgSO4 and concentrated under reduced pressure. Drying under vacuum overnight gave 0.73 g (78%) of 2-(4-hydroxybutyl)-isothiazo... Reaction SMILES: [CH3:1][O:2][C:3]([CH2:4][O:5][c:6]1[c:7]([CH3:33])[cH:8][c:9]([S:14](=[O:15])[CH2:16][c:17]2[cH:18][cH:19][c:20](-[c:23]3[cH:24][cH:25][c:26]([C:29]([F:30])([F:31])[F:32])[cH:27][cH:28]3)[cH:21][cH:22]2)[c:10]([O:12][CH3:13])[cH:11]1)=[O:34].[CH3:35][O:36][c:37]1[c:38]([S:39][CH2:40][c:41]2[cH:42][cH:43][c:44](-[c:45]3[cH:46][cH:47][c:48]([C:49]([F:50])([F:51])[F:52])[cH:53][cH:54]3)[cH:55][cH:56]2)[cH:57][c:58]([CH3:59])[c:60]([O:62][CH2:63][C:64]([OH:65])=[O:66])[cH:61]1.[Cl:86][CH2:87][Cl:88].[OH2:85].[c:67]1([S:68]([N:69]2[CH:70]([c:71]3[cH:72][cH:73][cH:74][cH:75][cH:76]3)[O:77]2)(=[O:78])=[O:79])[cH:80][cH:81][cH:82][cH:83][cH:84]1>>[O:2]=[C:3]([CH2:4][O:5][c:6]1[c:7]([CH3:33])[cH:8][c:9]([S:14](=[O:15])[CH2:16][c:17]2[cH:18][cH:19][c:20](-[c:23]3[cH:24][cH:25][c:26]([C:29]([F:30])([F:31])[F:32])[cH:27][cH:28]3)[cH:21][cH:22]2)[c:10]([O:12][CH3:13])[cH:11]1)[OH:34]. Yields the product COc1cc(OCC(=O)O)c(C)cc1S(=O)Cc1ccc(-c2ccc(C(F)(F)F)cc2)cc1. The reactants are COC(=O)COc1cc(OC)c(S(=O)Cc2ccc(-c3ccc(C(F)(F)F)cc3)cc2)cc1C, COc1cc(OCC(=O)O)c(C)cc1SCc1ccc(-c2ccc(C(F)(F)F)cc2)cc1, ClCCl, O, O=S(=O)(c1ccccc1)N1OC1c1ccccc1. The reactants are 16, NC1=NC2=C(C(=NC1CC(C)C)C1=CC=CC=C1)C=C(C=C2)Cl (2-amino-7-chloro-3-isobutyl-5-phenyl-3H-1,4-benzodiazepine), O.NN (hydrazine hydrate), CO (methanol), C(C)(=O)O (acetic acid). RXN SMILES: [NH2:1][C:2]1[CH:8]([CH2:9][CH:10]([CH3:12])[CH3:11])[N:7]=[C:6]([C:13]2[CH:18]=[CH:17][CH:16]=[CH:15][CH:14]=2)[C:5]2[CH:19]=[C:20]([Cl:23])[CH:21]=[CH:22][C:4]=2[N:3]=1.O.[NH2:25]N.[CH3:27]O.[C:29]([OH:32])(=O)[CH3:30]>O>[CH:29]([O:32][CH:22]([CH3:21])[CH3:4])([CH3:30])[CH3:27].[Cl:23][C:20]1[CH:21]=[CH:22][C:4]2[N:3]=[C:2]([NH:1][NH2:25])[CH:8]([CH2:9][CH:10]([CH3:12])[CH3:11])[N:7]=[C:6]([C:13]3[CH:18]=[CH:17][CH:16]=[CH:15][CH:14]=3)[C:5]=2[CH:19]=1 |f:1.2|. Run in O (Water). Procedure details: To a solution of 16 parts of 2-amino-7-chloro-3-isobutyl-5-phenyl-3H-1,4-benzodiazepine and 25 parts of 100% hydrazine hydrate in 400 parts by volume of methanol is added 6 parts of glacial acetic acid with stirring and ice-cooling. Then the whole mixture is stirred for 5 hours at room temperature. Water is added to the reaction mixture, followed by extraction with chloroform. The chloroform layer is washed with water, dried over sodium sulfate and the solvent is evaporated. Treatment of the res... The product is C(C)(C)OC(C)C (isopropyl ether), ClC=1C=CC2=C(C(=NC(C(=N2)NN)CC(C)C)C2=CC=CC=C2)C1 (7-chloro-2-hydrazino-3-isobutyl-5-phenyl-3H-1,4-benzodiazepine).